Task: describe an organic reaction: reactants, conditions, products, and yield. Dataset: the Open Reaction Database (ORD), a public repository of structured organic reaction records Starting materials: O=[As]c1ccc(NC(=O)CSCCC(=O)NC(CC(=O)O)C(=O)O)cc1, O=C([O-])O, CS(C)=O, [Na+], [Na+], O=C([O-])CCC(NC(=O)CCS)C(=O)[O-], c1ccc(P(c2ccccc2)c2ccccc2)cc1. The product is O=[As]c1ccc(NC(=O)CSCCC(=O)NC(CCC(=O)O)C(=O)O)cc1. As a reaction SMILES: [As:1](=[O:2])[c:3]1[cH:4][cH:5][c:6]([NH:9][C:10](=[O:11])[CH2:12][S:13][CH2:14][CH2:15][C:16](=[O:17])[NH:18][CH:19]([CH2:20][C:21]([OH:22])=[O:23])[C:24](=[O:25])[OH:26])[cH:7][cH:8]1.[C:44](=[O:45])([OH:46])[O-:47].[CH3:67][S:68]([CH3:69])=[O:70].[Na+:42].[Na+:43].[SH:27][CH2:28][CH2:29][C:30]([NH:31][CH:32]([C:33]([O-:34])=[O:35])[CH2:39][CH2:40][C:36](=[O:37])[O-:38])=[O:41].[c:48]1([P:49]([c:50]2[cH:51][cH:52][cH:53][cH:54][cH:55]2)[c:56]2[cH:57][cH:58][cH:59][cH:60][cH:61]2)[cH:62][cH:63][cH:64][cH:65][cH:66]1>>[As:1](=[O:2])[c:3]1[cH:4][cH:5][c:6]([NH:9][C:10](=[O:11])[CH2:12][S:13][CH2:14][CH2:15][C:16](=[O:17])[NH:18][CH:19]([CH2:20][CH2:21][C:36](=[O:37])[OH:38])[C:24](=[O:25])[OH:26])[cH:7][cH:8]1.